describe an organic reaction: reactants, conditions, products, and yield From a dataset of the Open Reaction Database (ORD), a public repository of structured organic reaction records. Reactants: aqueous solution, CN (methylamine), C(C)C1=C(C(=CC=C1)CC)N1C=NC=C1C(=O)O (1-(2,6-diethylphenyl)imidazole-5-carboxylic acid). The solvent is C(Cl)Cl (methylene chloride). Product: C(C)C1=C(C(=CC=C1)CC)N1C=NC=C1C(=O)[O-].C[NH3+] (methylammonium 1-(2,6-diethylphenyl)imidazole-5-carboxylate). Isolated yield 93.0%. RXN SMILES: [CH3:1][NH2:2].[CH2:3]([C:5]1[CH:10]=[CH:9][CH:8]=[C:7]([CH2:11][CH3:12])[C:6]=1[N:13]1[C:17]([C:18]([OH:20])=[O:19])=[CH:16][N:15]=[CH:14]1)[CH3:4]>C(Cl)Cl>[CH2:3]([C:5]1[CH:10]=[CH:9][CH:8]=[C:7]([CH2:11][CH3:12])[C:6]=1[N:13]1[C:17]([C:18]([O-:20])=[O:19])=[CH:16][N:15]=[CH:14]1)[CH3:4].[CH3:1][NH3+:2] |f:3.4|. Procedure: 5.7 pbw (0.073 mole) of a 40% aqueous solution of methylamine are added dropwise to 15 pbw (0.061 mole) of 1-(2,6-diethylphenyl)imidazole-5-carboxylic acid in 50 pbv of methylene chloride. After 2 hours the mixture is evaporated in vacuo, the residue isstirred with 100 pbv of diethyl ether and filtered off with suction. 15.7 pbw (93% of theory) of methylammonium 1-(2,6-diethylphenyl)imidazole-5-carboxylate, a colorless solid with a m.p. of 110°-113° C., are obtained. Reactants: COC(=O)c1ccccc1Br, CCO, NN. Yields the product NNC(=O)c1ccccc1Br. As a reaction SMILES: [Br:1][c:2]1[c:3]([C:4](=[O:5])[O:6][CH3:7])[cH:8][cH:9][cH:10][cH:11]1.[CH3:14][CH2:15][OH:16].[NH2:12][NH2:13]>>[Br:1][c:2]1[c:3]([C:4](=[O:5])[NH:12][NH2:13])[cH:8][cH:9][cH:10][cH:11]1. The reactants are O=C1CCC(=O)N1Br, ClCCl, c1cc2cccc3c4cccc5cccc(c(c1)c23)c54. The product is [Br-], c1cc2cccc3c4cccc5cccc(c(c1)c23)c54. Reaction SMILES: [Br:21][N:22]1[C:23](=[O:24])[CH2:25][CH2:26][C:27]1=[O:28].[Cl:29][CH2:30][Cl:31].[cH:1]1[cH:2][c:3]2[cH:4][cH:5][cH:6][c:7]3[c:8]4[cH:9][cH:10][cH:11][c:12]5[cH:13][cH:14][cH:15][c:16]([c:17]([cH:18]1)[c:19]23)[c:20]45>>[Br-:21].[cH:1]1[cH:2][c:3]2[cH:4][cH:5][cH:6][c:7]3[c:8]4[cH:9][cH:10][cH:11][c:12]5[cH:13][cH:14][cH:15][c:16]([c:17]([cH:18]1)[c:19]23)[c:20]45. The reactants are CCCCCO, Clc1ncc(Cl)c(-c2c[nH]c3ccccc23)n1, COc1cc(N2CCC(N)C(F)C2)ccc1N, Cc1ccc(S(=O)(=O)O)cc1. Product: COc1cc(N2CCC(N)C(F)C2)ccc1Nc1ncc(Cl)c(-c2c[nH]c3ccccc23)n1. RXN SMILES: [CH2:1]([OH:2])[CH2:3][CH2:4][CH2:5][CH3:6].[Cl:35][c:36]1[n:37][cH:38][c:39]([Cl:51])[c:40](-[c:42]2[cH:43][nH:44][c:45]3[cH:46][cH:47][cH:48][cH:49][c:50]23)[n:41]1.[NH2:18][c:19]1[c:20]([O:33][CH3:34])[cH:21][c:22]([N:25]2[CH2:26][CH:27]([F:32])[CH:28]([NH2:31])[CH2:29][CH2:30]2)[cH:23][cH:24]1.[c:7]1([CH3:8])[cH:9][cH:10][c:11]([S:12]([OH:13])(=[O:14])=[O:15])[cH:16][cH:17]1>>[NH:18]([c:19]1[c:20]([O:33][CH3:34])[cH:21][c:22]([N:25]2[CH2:26][CH:27]([F:32])[CH:28]([NH2:31])[CH2:29][CH2:30]2)[cH:23][cH:24]1)[c:36]1[n:37][cH:38][c:39]([Cl:51])[c:40](-[c:42]2[cH:43][nH:44][c:45]3[cH:46][cH:47][cH:48][cH:49][c:50]23)[n:41]1. RXN SMILES: [C:36]([OH:37])(=[O:38])[CH3:39].[CH3:28][C:29]1([CH3:35])[O:30][CH2:31][CH2:32][NH:33][CH2:34]1.[Cl:40][CH2:41][Cl:42].[ClH:27].[OH:1][c:2]1[cH:3][c:4]2[c:5]([CH:25]=[O:26])[c:6]([CH3:24])[n:7][c:8](-[c:12]3[c:13]4[cH:14][n:15][nH:16][c:17]4[cH:18][cH:19][c:20]3[CH:21]([CH3:22])[CH3:23])[c:9]2[cH:10][cH:11]1>>[OH:1][c:2]1[cH:3][c:4]2[c:5]([CH2:25][N:33]3[CH2:32][CH2:31][O:30][C:29]([CH3:28])([CH3:35])[CH2:34]3)[c:6]([CH3:24])[n:7][c:8](-[c:12]3[c:13]4[cH:14][n:15][nH:16][c:17]4[cH:18][cH:19][c:20]3[CH:21]([CH3:22])[CH3:23])[c:9]2[cH:10][cH:11]1. The reactants are CC(=O)O, CC1(C)CNCCO1, ClCCl, Cl, Cc1nc(-c2c(C(C)C)ccc3[nH]ncc23)c2ccc(O)cc2c1C=O. Product: Cc1nc(-c2c(C(C)C)ccc3[nH]ncc23)c2ccc(O)cc2c1CN1CCOC(C)(C)C1. The reactants are C[S-], CCCC(CO)Nc1nc(N)nc(C)c1Cc1ccc(CC(=O)O)cc1OC, [Na+], CN(C)C=O. Product: CCCC(CO)Nc1nc(N)nc(C)c1Cc1ccc(CC(=O)O)cc1O. Reaction SMILES: [CH3:29][S-:30].[NH2:1][c:2]1[n:3][c:4]([CH3:28])[c:5]([CH2:15][c:16]2[c:17]([O:26][CH3:27])[cH:18][c:19]([CH2:22][C:23](=[O:24])[OH:25])[cH:20][cH:21]2)[c:6]([NH:8][CH:9]([CH2:10][OH:11])[CH2:12][CH2:13][CH3:14])[n:7]1.[Na+:31].[O:32]=[CH:33][N:34]([CH3:35])[CH3:36]>>[NH2:1][c:2]1[n:3][c:4]([CH3:28])[c:5]([CH2:15][c:16]2[c:17]([OH:26])[cH:18][c:19]([CH2:22][C:23](=[O:24])[OH:25])[cH:20][cH:21]2)[c:6]([NH:8][CH:9]([CH2:10][OH:11])[CH2:12][CH2:13][CH3:14])[n:7]1.